From a dataset of the Open Reaction Database (ORD), a public repository of structured organic reaction records. describe an organic reaction: reactants, conditions, products, and yield Starting materials: COC=1C=C(C=CC1O)C[C@H]2COC(=O)[C@@H]2CC=3C=CC(=C(C3)OC)O (Matairesinol), C1(CCC(=O)O1)=O (succinic anhydride). Run in N1=CC=CC=C1 (pyridine). Conditions: time 24 hour. Yields the product COC=1C=C(C=CC1O)C[C@H]2COC(=O)[C@@H]2CC=3C=CC(=C(C3)OC)O.C(CCC(=O)[O-])(=O)[O-] (Matairesinol Succinate). RXN SMILES: [CH3:1][O:2][C:3]1[CH:4]=[C:5]([CH2:10][C@@H:11]2[C@@H:16]([CH2:17][C:18]3[CH:19]=[CH:20][C:21]([OH:26])=[C:22]([O:24][CH3:25])[CH:23]=3)[C:14](=[O:15])[O:13][CH2:12]2)[CH:6]=[CH:7][C:8]=1[OH:9].[C:27]1(=[O:33])[O:32][C:30](=[O:31])[CH2:29][CH2:28]1>N1C=CC=CC=1>[CH3:1][O:2][C:3]1[CH:4]=[C:5]([CH2:10][C@@H:11]2[C@@H:16]([CH2:17][C:18]3[CH:19]=[CH:20][C:21]([OH:26])=[C:22]([O:24][CH3:25])[CH:23]=3)[C:14](=[O:15])[O:13][CH2:12]2)[CH:6]=[CH:7][C:8]=1[OH:9].[C:27]([O-:32])(=[O:33])[CH2:28][CH2:29][C:30]([O-:2])=[O:31] |f:3.4|. Procedure details: Matairesinol (500 mg, 1.4 mmol) was dissolved in 30 ml pyridine. To the solution succinic anhydride (700 mg, 7 mmol) was added in small portions. The temperature was adjusted to 50° C. and the mixture was stirred for 24 h. The solvent was removed under reduced-pressure and the residue dissolved in dichloromethane and extracted first with slightly basic water. The water phase was then acidified with 10% HCl and extracted with dichloromethane. The organic phases were combined, concentrated and chr...